This data is from the Open Reaction Database (ORD), a public repository of structured organic reaction records. The task is: describe an organic reaction: reactants, conditions, products, and yield The reactants are C(C)[Mg]Cl (Ethyl magnesium chloride), C(C)(=O)C1=CC=C(C=C1)N1CCN(CC1)C1=CC=NC=C1 (1-(4-acetylphenyl)-4-(4-pyridyl)piperazine), [Cl-].[NH4+] (ammonium chloride), C(C)OCC (diethyl ether). Solvent: C1CCOC1 (THF), C1CCOC1 (THF). Conditions: temperature 70 celsius, time 10 minute. Yields the product OC(C)(C)C1=CC=C(C=C1)N1CCN(CC1)C1=CC=NC=C1 (1-(4-(1-hydroxy-1-methylethyl)phenyl)4-(4-pyridyl)piperazine). Yield: 21.0%. RXN SMILES: [CH2:1]([Mg]Cl)C.[C:5]([C:8]1[CH:13]=[CH:12][C:11]([N:14]2[CH2:19][CH2:18][N:17]([C:20]3[CH:25]=[CH:24][N:23]=[CH:22][CH:21]=3)[CH2:16][CH2:15]2)=[CH:10][CH:9]=1)(=[O:7])[CH3:6].C(OCC)C.[Cl-].[NH4+]>C1COCC1>[OH:7][C:5]([C:8]1[CH:9]=[CH:10][C:11]([N:14]2[CH2:15][CH2:16][N:17]([C:20]3[CH:25]=[CH:24][N:23]=[CH:22][CH:21]=3)[CH2:18][CH2:19]2)=[CH:12][CH:13]=1)([CH3:1])[CH3:6] |f:3.4|. Procedure details: Ethyl magnesium chloride (3M) in anhydrous THF (10 ml) was treated at room temperature under argon with a solution of 1-(4-acetylphenyl)-4-(4-pyridyl)piperazine (281 mg) in anhydrous THF (15 ml). The resulting solid suspension was heated at 70° C. under reflux for 3 hours. The mixture was cooled in ice at 0-5° C. and treated with diethyl ether and a saturated solution of aqueous ammonium chloride. The reaction mixture was stirred for 10 minutes with ice cooling and at room temperature for 10 min... Starting materials: CC(=O)n1ccnc1, CCOC(=O)c1ccc(C=CCBr)cc1, CC#N, CCOCC. Yields the product [Br-], CCOC(=O)c1ccc(C=CCn2cc[n+](C(C)=O)c2)cc1. As a reaction SMILES: [C:4]([CH3:5])(=[O:6])[n:7]1[cH:8][n:9][cH:10][cH:11]1.[CH2:12]([CH3:13])[O:14][C:15](=[O:16])[c:17]1[cH:18][cH:19][c:20]([CH:21]=[CH:22][CH2:23][Br:24])[cH:25][cH:26]1.[CH3:1][C:2]#[N:3].[CH3:27][CH2:28][O:29][CH2:30][CH3:31]>>[Br-:24].[C:4]([CH3:5])(=[O:6])[n+:7]1[cH:8][n:9]([CH2:23][CH:22]=[CH:21][c:20]2[cH:19][cH:18][c:17]([C:15]([O:14][CH2:12][CH3:13])=[O:16])[cH:26][cH:25]2)[cH:10][cH:11]1. The reactants are ClC=1C(=NC(=CN1)C1=CC(=NC=C1Cl)F)NCC1CCOCC1 (3-chloro-6-(5-chloro-2-fluoropyridin-4-yl)-N-((tetrahydro-2H-pyran-4-yl)methyl)pyrazin-2-amine), C(#N)[Cu] (CuCN), O1CCOCC1 (dioxane). The product is ClC=1C(=CC(=NC1)F)C=1N=C(C(=NC1)C(=O)N)NCC1CCOCC1 (5-(5-chloro-2-fluoropyridin-4-yl)-3-((tetrahydro-2H-pyran-4-yl)methyl)aminopyrazine-2-carboxamide). Reagents/catalysts: C=1C=CC(=CC1)/C=C/C(=O)/C=C/C2=CC=CC=C2.C=1C=CC(=CC1)/C=C/C(=O)/C=C/C2=CC=CC=C2.C=1C=CC(=CC1)/C=C/C(=O)/C=C/C2=CC=CC=C2.[Pd].[Pd] (Pd2(dba)3), C1=CC=C(C=C1)P([C-]2C=CC=C2)C3=CC=CC=C3.C1=CC=C(C=C1)P([C-]2C=CC=C2)C3=CC=CC=C3.[Fe+2] (dppf). Reaction conditions: temperature 100 celsius. Procedure: 3-chloro-6-(5-chloro-2-fluoropyridin-4-yl)-N-((tetrahydro-2H-pyran-4-yl)methyl)pyrazin-2-amine (0.0342 g, 0.096 mmol), CuCN (0.034 g, 0.383 mmol), and dppf (0.085 g, 0.153 mmol) were dissolved in dioxane (1.5 ml). The solution was then degassed by sparging with argon for 5 min. It was then treated with Pd2(dba)3 (0.035 g, 0.038 mmol). The reaction mixture was then heated at 100° C. for 5 hr. The reaction mixture was filtered through a pad of Celite then it was concentrated in vacuo to give 0.110... Reaction SMILES: Cl[C:2]1[C:3]([NH:16][CH2:17][CH:18]2[CH2:23][CH2:22][O:21][CH2:20][CH2:19]2)=[N:4][C:5]([C:8]2[C:13]([Cl:14])=[CH:12][N:11]=[C:10]([F:15])[CH:9]=2)=[CH:6][N:7]=1.[C:24]([Cu])#[N:25].[O:27]1CCOCC1>C1C=CC(P(C2C=CC=CC=2)[C-]2C=CC=C2)=CC=1.C1C=CC(P(C2C=CC=CC=2)[C-]2C=CC=C2)=CC=1.[Fe+2].C1C=CC(/C=C/C(/C=C/C2C=CC=CC=2)=O)=CC=1.C1C=CC(/C=C/C(/C=C/C2C=CC=CC=2)=O)=CC=1.C1C=CC(/C=C/C(/C=C/C2C=CC=CC=2)=O)=CC=1.[Pd].[Pd]>[Cl:14][C:13]1[C:8]([C:5]2[N:4]=[C:3]([NH:16][CH2:17][CH:18]3[CH2:23][CH2:22][O:21][CH2:20][CH2:19]3)[C:2]([C:24]([NH2:25])=[O:27])=[N:7][CH:6]=2)=[CH:9][C:10]([F:15])=[N:11][CH:12]=1 |f:3.4.5,6.7.8.9.10|.